Dataset: the Open Reaction Database (ORD), a public repository of structured organic reaction records. Task: describe an organic reaction: reactants, conditions, products, and yield The reactants are O=C([O-])O, COCCOC, COC(=O)c1cc(Br)oc1C, CC1(C)OB(c2ccc(N)cc2[N+](=O)[O-])OC1(C)C, N#N, [Na+], c1ccc(P(c2ccccc2)(c2ccccc2)[Pd](P(c2ccccc2)(c2ccccc2)c2ccccc2)(P(c2ccccc2)(c2ccccc2)c2ccccc2)P(c2ccccc2)(c2ccccc2)c2ccccc2)cc1. The product is COC(=O)c1cc(-c2ccc(N)cc2[N+](=O)[O-])oc1C. RXN SMILES: [C:33](=[O:34])([OH:35])[O-:36].[CH3:38][O:39][CH2:40][CH2:41][O:42][CH3:43].[CH3:3][O:4][C:5](=[O:6])[c:7]1[c:8]([CH3:13])[o:9][c:10]([Br:12])[cH:11]1.[N+:14](=[O:15])([O-:16])[c:17]1[cH:18][c:19]([NH2:32])[cH:20][cH:21][c:22]1[B:23]1[O:24][C:25]([CH3:26])([CH3:27])[C:28]([CH3:29])([CH3:30])[O:31]1.[N:1]#[N:2].[Na+:37].[cH:44]1[cH:45][cH:46][c:47]([P:48]([Pd:49]([P:50]([c:51]2[cH:52][cH:53][cH:54][cH:55][cH:56]2)([c:57]2[cH:58][cH:59][cH:60][cH:61][cH:62]2)[c:63]2[cH:64][cH:65][cH:66][cH:67][cH:68]2)([P:69]([c:70]2[cH:71][cH:72][cH:73][cH:74][cH:75]2)([c:76]2[cH:77][cH:78][cH:79][cH:80][cH:81]2)[c:82]2[cH:83][cH:84][cH:85][cH:86][cH:87]2)[P:88]([c:89]2[cH:90][cH:91][cH:92][cH:93][cH:94]2)([c:95]2[cH:96][cH:97][cH:98][cH:99][cH:100]2)[c:101]2[cH:102][cH:103][cH:104][cH:105][cH:106]2)([c:107]2[cH:108][cH:109][cH:110][cH:111][cH:112]2)[c:113]2[cH:114][cH:115][cH:116][cH:117][cH:118]2)[cH:119][cH:120]1>>[CH3:3][O:4][C:5](=[O:6])[c:7]1[c:8]([CH3:13])[o:9][c:10](-[c:22]2[c:17]([N+:14](=[O:15])[O-:16])[cH:18][c:19]([NH2:32])[cH:20][cH:21]2)[cH:11]1. Starting materials: [H-].[Al+3].[Li+].[H-].[H-].[H-] (LAH), N1CC(=O)N2[C@H](C1=O)CCC2 (Cyclo-Gly-Pro), OC1=C(C(NC2=CN=CC=C12)=O)C1=NC2=C(N1)C=C(C=C2)C (4-Hydroxy-3-(6-methyl-1H-benzoimidazol-2-yl)-1H-[1,7]naphthyridin-2-one). Product: N12CCNC[C@@H]2CCC1 ((6S)-1,4-diazabicyclo[4.3.0]nonane). RXN SMILES: [H-].[Al+3].[Li+].[H-].[H-].[H-].[NH:7]1[C:13](=O)[C@@H:12]2[CH2:15][CH2:16][CH2:17][N:11]2[C:9](=O)[CH2:8]1.OC1C2C(=CN=CC=2)NC(=O)C=1C1NC2C=C(C)C=CC=2N=1>>[N:11]12[CH2:17][CH2:16][CH2:15][C@H:12]1[CH2:13][NH:7][CH2:8][CH2:9]2 |f:0.1.2.3.4.5|. Reported procedure: (6S)-1,4-diazabicyclo[4.3.0]nonane was synthesized as shown above by LAH (lithium aluminum hydride) reduction of commercially available Cyclo-Gly-Pro, employing the literature procedure set forth in the following reference which is herein incorporated by reference in its entirety for all purposes as if fully set forth herein: de Costa B. R. et al. J. Med. Chem., 1993, 36, 2311. Conversion to the concomitant 3-[6-((1S)-3,6-diazabicyclo[4.3.0]non-3-yl)benzimidazol-2-yl]4-amino-5-fluorohydroquinoli... The reactants are FC1=CC=C(C(=O)C2=CC=C(CBr)C=C2)C=C1 (4-(4-fluorobenzoyl)benzyl bromide), [H-].[Na+] (sodium hydride), C(=S)=S (carbon disulfide), NC1=C(C(N(N=C1)C)=O)Cl (5-amino-4-chloro-2-methyl-3(2H)-pyridazinone). Run in CN(C)C=O (DMF). Reaction conditions: time 10 minute. Yields the product FC1=CC=C(C(=O)C2=CC=C(CSC=3SC4=C(C=NN(C4=O)C)N3)C=C2)C=C1 (2-[4-(4-Fluorobenzoyl)benzyl]thio-6-methylthiazolo[4,5-d]pyridazin-7(6H)-one). Isolated yield 72.9%. RXN SMILES: [NH2:1][C:2]1[CH:7]=[N:6][N:5]([CH3:8])[C:4](=[O:9])[C:3]=1Cl.[H-].[Na+].[C:13](=[S:15])=[S:14].[F:16][C:17]1[CH:32]=[CH:31][C:20]([C:21]([C:23]2[CH:30]=[CH:29][C:26]([CH2:27]Br)=[CH:25][CH:24]=2)=[O:22])=[CH:19][CH:18]=1>CN(C=O)C>[F:16][C:17]1[CH:18]=[CH:19][C:20]([C:21]([C:23]2[CH:30]=[CH:29][C:26]([CH2:27][S:14][C:13]3[S:15][C:3]4[C:4](=[O:9])[N:5]([CH3:8])[N:6]=[CH:7][C:2]=4[N:1]=3)=[CH:25][CH:24]=2)=[O:22])=[CH:31][CH:32]=1 |f:1.2|. Procedure details: In DMF (10 ml) was dissolved 5-amino-4-chloro-2-methyl-3(2H)-pyridazinone (638 mg) followed by addition of 60% sodium hydride (384 mg), and the mixture was stirred at room temperature for 10 minutes. Then, carbon disulfide (365 mg) was added and the mixture was further stirred at 80° C. for 1 hour. Thereafter, 4-(4-fluorobenzoyl)benzyl bromide (1.4 g) was added and the mixture was stirred at room temperature for 1 hour. This reaction mixture was extracted with ethyl acetate-THF and the organic l... The reactants are ClC=1C=C(C=CC1Cl)C1=CC(=NN1C1=CC=C(C=C1)OC)C=C(C(=O)O)C=1C=C(C=CC1)C (3-[5-(3.4-Dichloro-phenyl)-1-(4-methoxy-phenyl)-1H-pyrazol-3-yl]-2-m-tolyl-acrylic acid), C(C)OC(C(=CC1=NN(C(=C1)C1=CC(=C(C=C1)Cl)Cl)C1=CC=C(C=C1)OC)C=1C=C(C=CC1)C)=O (3-[5-(3,4-dichloro-phenyl)-1-(4-methoxy-phenyl)-1H-pyrazol-3-yl]-2-m-tolyl-acrylic acid ethyl ester), [Li+].[OH-] (LiOH). Run at time 4 hour. Yields the product ClC=1C=C(C=CC1Cl)C1=CC(=NN1C1=CC=C(C=C1)OC)/C=C(/C(=O)O)\C=1C=C(C=CC1)C ((E)-3-[5-(3,4-Dichloro-phenyl)-1-(4-methoxy-phenyl)-1H-pyrazol-3-yl]-2-m-tolyl-acrylic acid). Isolated yield 72.3%. Reaction SMILES: [Cl:1][C:2]1[CH:3]=[C:4]([C:9]2[N:13]([C:14]3[CH:19]=[CH:18][C:17]([O:20][CH3:21])=[CH:16][CH:15]=3)[N:12]=[C:11]([CH:22]=[C:23]([C:27]3[CH:28]=[C:29]([CH3:33])[CH:30]=[CH:31][CH:32]=3)[C:24]([OH:26])=[O:25])[CH:10]=2)[CH:5]=[CH:6][C:7]=1[Cl:8].C(OC(=O)C(C1C=C(C)C=CC=1)=CC1C=C(C2C=CC(Cl)=C(Cl)C=2)N(C2C=CC(OC)=CC=2)N=1)C.[Li+].[OH-]>>[Cl:1][C:2]1[CH:3]=[C:4]([C:9]2[N:13]([C:14]3[CH:15]=[CH:16][C:17]([O:20][CH3:21])=[CH:18][CH:19]=3)[N:12]=[C:11](/[CH:22]=[C:23](\[C:27]3[CH:28]=[C:29]([CH3:33])[CH:30]=[CH:31][CH:32]=3)/[C:24]([OH:26])=[O:25])[CH:10]=2)[CH:5]=[CH:6][C:7]=1[Cl:8] |f:2.3|. Procedure: 3-[5-(3.4-Dichloro-phenyl)-1-(4-methoxy-phenyl)-1H-pyrazol-3-yl]-2-m-tolyl-acrylic acid. To a stirred solution containing 3-[5-(3,4-dichloro-phenyl)-1-(4-methoxy-phenyl)-1-H-pyrazol-3-yl]-2-m-tolyl-acrylic acid ethyl ester (Step B, 50 mg, 0.10 mmol) was added 2 mL LiOH (2 M). After 4 h at 50° C., the solvent was removed under reduced pressure and the residue was purified by silica gel chromatography with 5:95 MeOH/CH2Cl2 to afford 34 mg (72.3%) of the title compound. HPLC: Rt=10.65 (Method A). M... Starting materials: CN(C)C(=O)Cl, NOc1cc(Cl)ccc1Cl, O, c1ccncc1. RXN SMILES: [CH3:11][N:12]([C:13](=[O:14])[Cl:15])[CH3:16].[Cl:1][c:2]1[c:3]([O:4][NH2:5])[cH:6][c:7]([Cl:10])[cH:8][cH:9]1.[OH2:17].[cH:18]1[cH:19][cH:20][n:21][cH:22][cH:23]1>>[Cl:1][c:2]1[c:3]([O:4][NH:5][C:13]([N:12]([CH3:11])[CH3:16])=[O:14])[cH:6][c:7]([Cl:10])[cH:8][cH:9]1. Product: CN(C)C(=O)NOc1cc(Cl)ccc1Cl. Starting materials: BrC=1C(=C(C(=O)OC)C(=CC1)CS(=O)(=O)C1=CC(=CC=C1)Cl)OC (methyl 3-bromo-6-(3-chlorobenzenesulphonylmethyl)-2-methoxybenzoate), BrC=1C(=C(C(=O)OC)C(=CC1)CSC1=C(C=CC=C1)OC)OC (methyl 3-bromo-2-methoxy-6-(2-methoxyphenylthiomethyl)benzoate), BrC=1C(=C(C(=O)OC)C(=CC1)CSC1=C(C=CC=C1)OC)OC (methyl 3-bromo-2-methoxy-6-(2-methoxyphenylthiomethyl)benzoate). Yields the product BrC=1C(=C(C(=O)OC)C(=CC1)CS(=O)(=O)C1=C(C=CC=C1)OC)OC (Methyl 3-bromo-2-methoxy-6-(2-methoxybenzenesulphonylmethyl)benzoate). RXN SMILES: [Br:1][C:2]1[C:3]([O:23][CH3:24])=[C:4]([C:9]([CH2:12][S:13]([C:16]2[CH:21]=[CH:20][CH:19]=[C:18](Cl)[CH:17]=2)(=[O:15])=[O:14])=[CH:10][CH:11]=1)[C:5]([O:7][CH3:8])=[O:6].BrC1C(OC)=C(C(CSC2C=CC=CC=2OC)=CC=1)[C:29](OC)=[O:30]>>[Br:1][C:2]1[C:3]([O:23][CH3:24])=[C:4]([C:9]([CH2:12][S:13]([C:16]2[CH:21]=[CH:20][CH:19]=[CH:18][C:17]=2[O:30][CH3:29])(=[O:15])=[O:14])=[CH:10][CH:11]=1)[C:5]([O:7][CH3:8])=[O:6]. Procedure details: Prepared by proceeding in a similar manner to Intermediate 68, starting from methyl 3-bromo-2-methoxy-6-(2-methoxyphenylthiomethyl)benzoate (Intermediate 76). Reactants: ClC1=NC(=CC=C1Cl)Cl (2,3,6-Trichloropyridine), C(Cl)(Cl)Cl (chloroform), [OH-].[Na+] (sodium hydroxide). The solvent is CN1C(CCC1)=O (N-methylpyrrolidone). Run at time 8 hour. The product is ClC=1C(=NC(=CC1)Cl)C(Cl)Cl (3,6-dichloro-2-(dichloromethyl)pyridine). RXN SMILES: Cl[C:2]1[C:7]([Cl:8])=[CH:6][CH:5]=[C:4]([Cl:9])[N:3]=1.[CH:10](Cl)([Cl:12])[Cl:11].[OH-].[Na+]>CN1CCCC1=O>[Cl:8][C:7]1[C:2]([CH:10]([Cl:12])[Cl:11])=[N:3][C:4]([Cl:9])=[CH:5][CH:6]=1 |f:2.3|. Procedure: 2,3,6-Trichloropyridine (1.0 g, 0.0055 mole) was combined with 4 g N-methylpyrrolidone, 4 g (0.033 mole) of chloroform, and 1.0 g of 50 percent aqueous sodium hydroxide (0.013 mole). The resulting mixture was stirred and warmed mildly for about 1 hour at which time the product was found to be present in the reaction mixture by gas chromatography and mass spectrometry using an authentic sample of the product as a standard. After standing overnight at ambient temperature the title compound represe... Product: O=C1C(C=C(C2=CC=CC=C12)OCCCCC(=O)OC1=CC(=CC=C1)N(C)C)=O (3-Dimethylaminophenyl 5-[(1,2-dihydro-1,2-dioxonaphth-4-yl)oxy]valerate). Starting materials: O=C1C(C=C(C2=CC=CC=C12)OCCCCC(=O)O)=O (5-[(1,2-Dioxo-1,2-dihydronaphth-4-yl)oxy]valeric Acid), CN(C=1C=C(C=CC1)O)C (3-dimethylaminophenol), C1CCC(CC1)N=C=NC2CCCCC2 (DCC). RXN SMILES: [O:1]=[C:2]1[C:11]2[C:6](=[CH:7][CH:8]=[CH:9][CH:10]=2)[C:5]([O:12][CH2:13][CH2:14][CH2:15][CH2:16][C:17]([OH:19])=[O:18])=[CH:4][C:3]1=[O:20].[CH3:21][N:22]([CH3:30])[C:23]1[CH:24]=[C:25](O)[CH:26]=[CH:27][CH:28]=1.C1CCC(N=C=NC2CCCCC2)CC1>CN(C1C=CN=CC=1)C.C1COCC1>[O:1]=[C:2]1[C:11]2[C:6](=[CH:7][CH:8]=[CH:9][CH:10]=2)[C:5]([O:12][CH2:13][CH2:14][CH2:15][CH2:16][C:17]([O:19][C:27]2[CH:26]=[CH:25][CH:24]=[C:23]([N:22]([CH3:30])[CH3:21])[CH:28]=2)=[O:18])=[CH:4][C:3]1=[O:20]. Solvent: C1CCOC1 (THF). Procedure: A mixture of acid 3 (137 mg, 0.5 mmol), 3-dimethylaminophenol (82 mg, 0.6 mmol), DCC (103 mg, 0.5 mmol), and DMAP (12 mg, 0.01 mmol) in THF (2 mL) was stirred for 2 h. The reaction mixture was concentrated in vacuo, the residue dissolved in benzene, washed with H2O and dried (Na2SO4). Column chromatography (10% EtOAc) in benzene gave 13 as a yellow solid (70 mg, 36%), 1H NMR (CDCl3) 8.13, (d, J=7.3 Hz, 1H), 7.90 (d, J=7.4 Hz, 1H), 7.69 (t, J=6.1 Hz, 1H), 7.58 (t, J=7.6 Hz, 1H), 7.22 (dd, J=8.1, ... Conditions: time 2 hour. Yield: 35.6%. Reagents/catalysts: CN(C)C=1C=CN=CC1 (DMAP).